From a dataset of the Open Reaction Database (ORD), a public repository of structured organic reaction records. describe an organic reaction: reactants, conditions, products, and yield Reactants: [BH4-], CCO, CC(C)CN1C(N=Cc2ccc(Cl)cc2)=CC(=O)N2CCN=C21, [Na+]. Product: CC(C)CN1C(NCc2ccc(Cl)cc2)=CC(=O)N2CCN=C21. Reaction SMILES: [BH4-:24].[CH3:26][CH2:27][OH:28].[Cl:1][c:2]1[cH:3][cH:4][c:5]([CH:8]=[N:9][C:10]2=[CH:15][C:14](=[O:16])[N:13]3[C:12](=[N:19][CH2:18][CH2:17]3)[N:11]2[CH2:20][CH:21]([CH3:22])[CH3:23])[cH:6][cH:7]1.[Na+:25]>>[Cl:1][c:2]1[cH:3][cH:4][c:5]([CH2:8][NH:9][C:10]2=[CH:15][C:14](=[O:16])[N:13]3[C:12](=[N:19][CH2:18][CH2:17]3)[N:11]2[CH2:20][CH:21]([CH3:22])[CH3:23])[cH:6][cH:7]1. The product is COC(=O)C1CC(SCc2ccc(OC)cc2)CN1C. Starting materials: [BH3-]C#N, COC(=O)C1CC(SCc2ccc(OC)cc2)CN1, CC#N, CC(=O)O, [Cl-], [Na+], [Na+], [Na+], [OH-]. Reaction SMILES: [C:20]([BH3-:21])#[N:22].[CH3:1][O:2][c:3]1[cH:4][cH:5][c:6]([CH2:7][S:8][CH:9]2[CH2:10][CH:11]([C:14](=[O:15])[O:16][CH3:17])[NH:12][CH2:13]2)[cH:18][cH:19]1.[CH3:28][C:29]#[N:30].[CH3:31][C:32](=[O:33])[OH:34].[Cl-:27].[Na+:23].[Na+:25].[Na+:26].[OH-:24]>>[CH3:1][O:2][c:3]1[cH:4][cH:5][c:6]([CH2:7][S:8][CH:9]2[CH2:10][CH:11]([C:14](=[O:15])[O:16][CH3:17])[N:12]([CH3:20])[CH2:13]2)[cH:18][cH:19]1. Starting materials: C(C1=CC=CC=C1)OC1=CC=C(C=C1)C1=NOC(=C1)COS(=O)(=O)C (Methanesulfonic acid-3-(4-benzyloxy-phenyl)-isoxazol-5-ylmethyl ester), N1C=NC=C1 (imidazole), C([O-])([O-])=O.[K+].[K+] (potassium carbonate). The reagents and catalysts are CCCC[N+](CCCC)(CCCC)CCCC.[I-] (TBAI). Run in CN(C)C=O (DMF), CN(C)C=O (DMF). Run at time 2 hour. The product is C(C1=CC=CC=C1)OC1=CC=C(C=C1)C1=NOC(=C1)CN1C=NC=C1 (3-(4-benzyloxy-phenyl)-5-imidazol-1-ylmethyl-isoxazole). As a reaction SMILES: [CH2:1]([O:8][C:9]1[CH:14]=[CH:13][C:12]([C:15]2[CH:19]=[C:18]([CH2:20]OS(C)(=O)=O)[O:17][N:16]=2)=[CH:11][CH:10]=1)[C:2]1[CH:7]=[CH:6][CH:5]=[CH:4][CH:3]=1.[NH:26]1[CH:30]=[CH:29][N:28]=[CH:27]1.C(=O)([O-])[O-].[K+].[K+]>CCCC[N+](CCCC)(CCCC)CCCC.[I-].CN(C=O)C>[CH2:1]([O:8][C:9]1[CH:10]=[CH:11][C:12]([C:15]2[CH:19]=[C:18]([CH2:20][N:26]3[CH:30]=[CH:29][N:28]=[CH:27]3)[O:17][N:16]=2)=[CH:13][CH:14]=1)[C:2]1[CH:3]=[CH:4][CH:5]=[CH:6][CH:7]=1 |f:2.3.4,5.6|. Reported procedure: Methanesulfonic acid-3-(4-benzyloxy-phenyl)-isoxazol-5-ylmethyl ester (600 mg, 1.67 mmol), imidazole (170 mg, 2.50 mmol), potassium carbonate (460 mg, 3.34 mmol), and TBAI (200 mg, 0.54 mmol) were placed in 20 ml of DMF and stirred for 2 hours. The completion of the reaction was confirmed by LC, and then a crude solid compound obtained from distillation of the DMF under reduced pressure was extracted with ethyl acetate and water. The ethyl acetate was distilled off under reduced pressure to obta... The reactants are ClCC=1SC2=NC=CC=C2N1 (2-(chloromethyl)[1,3]thiazolo[5,4-b]pyridine), CC(OCC)=O (EA), CSC1=C(C=CC=C1)N1CCNCC1 (1-[2-(methylthio)phenyl]piperazine), D1. The product is CSC1=C(C=CC=C1)N1CCN(CC1)CC=1SC2=NC=CC=C2N1 (2-({4-[2-(methylthio)phenyl]-1-piperazinyl}methyl)[1,3]thiazolo[5,4-b]pyridine). RXN SMILES: Cl[CH2:2][C:3]1[S:4][C:5]2[C:10]([N:11]=1)=[CH:9][CH:8]=[CH:7][N:6]=2.[CH3:12][S:13][C:14]1[CH:19]=[CH:18][CH:17]=[CH:16][C:15]=1[N:20]1[CH2:25][CH2:24][NH:23][CH2:22][CH2:21]1.CC(=O)OCC>>[CH3:12][S:13][C:14]1[CH:19]=[CH:18][CH:17]=[CH:16][C:15]=1[N:20]1[CH2:25][CH2:24][N:23]([CH2:2][C:3]2[S:4][C:5]3[C:10]([N:11]=2)=[CH:9][CH:8]=[CH:7][N:6]=3)[CH2:22][CH2:21]1. Procedure: The product from Example 38A (150 mg, 0.81 mmol), 1-[2-(methylthio)phenyl]piperazine (160 mg, 0.98 mmol), and D1 EA (280 μL, 1.6 mmol) were processed as described in Example 38B to provide the title compound. 1H NMR (300 MHz, DMSO-d6) δ 2.37 (s, 3H) 2.75 (m, 4H) 2.97 (m, 4H) 4.06 (s, 2H) 7.13 (m, 3H) 7.56 (dd, J=8.31, 4.58 Hz, 2H) 8.33 (dd, J=8.14, 1.36 Hz, 1H) 8.59 (dd, J=4.58, 1.53 Hz, 1H); (ESI) m/z 357 (M+H)+.